This data is from the Open Reaction Database (ORD), a public repository of structured organic reaction records. The task is: describe an organic reaction: reactants, conditions, products, and yield Reactants: [N+](=O)([O-])C1=C2C=CC(=NC2=CC=C1)Cl (5-nitro-2-chloroquinoline), FC1=CC=C(C=C1)S(=O)(=O)Cl (4-fluorobenzenesulfonyl chloride), C1(CCCCC1)N (cyclohexylamine). Yields the product C1(CCCCC1)NC1=NC2=CC=CC(=C2C=C1)NS(=O)(=O)C1=CC=C(C=C1)F (N-(2-Cyclohexylamino-quinolin-5-yl)-4-fluoro-benzenesulfonamide). RXN SMILES: [N+:1]([C:4]1[CH:13]=[CH:12][CH:11]=[C:10]2[C:5]=1[CH:6]=[CH:7][C:8](Cl)=[N:9]2)([O-])=O.[F:15][C:16]1[CH:21]=[CH:20][C:19]([S:22](Cl)(=[O:24])=[O:23])=[CH:18][CH:17]=1.[CH:26]1([NH2:32])[CH2:31][CH2:30][CH2:29][CH2:28][CH2:27]1>>[CH:26]1([NH:32][C:8]2[CH:7]=[CH:6][C:5]3[C:10](=[CH:11][CH:12]=[CH:13][C:4]=3[NH:1][S:22]([C:19]3[CH:20]=[CH:21][C:16]([F:15])=[CH:17][CH:18]=3)(=[O:24])=[O:23])[N:9]=2)[CH2:31][CH2:30][CH2:29][CH2:28][CH2:27]1. Procedure details: The title compound, MS: m/e=400.3 (M+H+), was prepared in accordance with the general method of example 13 from 5-nitro-2-chloroquinoline, 4-fluorobenzenesulfonyl chloride and cyclohexylamine. The reactants are above free base, C(\C=C/C(=O)O)(=O)O (maleic acid), C(C)OCC (diethyl ether). The solvent is C(C)O (ethanol). Yields the product O.C(\C=C/C(=O)O)(=O)O (maleate monohydrate), compound 1. As a reaction SMILES: [C:1]([OH:8])(=[O:7])/[CH:2]=[CH:3]\[C:4]([OH:6])=[O:5].C(OCC)C>C(O)C>[OH2:5].[C:1]([OH:8])(=[O:7])/[CH:2]=[CH:3]\[C:4]([OH:6])=[O:5] |f:3.4|. Procedure details: To a solution of 1.4 g of the above free base in 10 ml of ethanol is added 0.8 g of maleic acid to dissolve and then diethyl ether is added. Precipitated crystals are collected by filtration and recrystallized from ethanol-diethyl ether to give 3/2 maleate monohydrate of the objective compound (compound 1). Melting point 133°-135° C. The reactants are [Al+3], CCOC(=O)C1CCC2CCCCN2C1, CCOC(C)=O, [H-], [H-], [H-], [H-], [Li+], [Na+], C1CCOC1, [OH-], O. Yields the product OCC1CCC2CCCCN2C1. As a reaction SMILES: [Al+3:17].[CH2:1]1[CH2:2][CH:3]([C:11](=[O:12])[O:13][CH2:14][CH3:15])[CH2:4][N:5]2[CH2:6][CH2:7][CH2:8][CH2:9][CH:10]12.[CH3:22][CH2:23][O:24][C:25](=[O:26])[CH3:27].[H-:16].[H-:19].[H-:20].[H-:21].[Li+:18].[Na+:29].[O:30]1[CH2:31][CH2:32][CH2:33][CH2:34]1.[OH-:28].[OH2:35]>>[CH2:1]1[CH2:2][CH:3]([CH2:11][OH:12])[CH2:4][N:5]2[CH2:6][CH2:7][CH2:8][CH2:9][CH:10]12. Reaction conditions: temperature 55 celsius, time 5 hour. Yields the product OCC(C)(C)C1=NOC(=C1)NC(=O)[C@H]1N(CC1)C1=NC=C(C=C1Cl)C(F)(F)F ((S)-1-(3-Chloro-5-trifluoromethyl-pyridin-2-yl)-azetidine-2-carboxylic acid [3-(2-hydroxy-1,1-dimethyl-ethyl)-isoxazol-5-yl]-amide). Procedure details: Pyridinium p-toluenesulfonate (13.3 mg; 0.053 mmol) is added to a solution of (S)-1-(3-Chloro-5-trifluoromethyl-pyridin-2-yl)-azetidine-2-carboxylic acid {3-[1,1-dimethyl-2-(tetrahydro-pyran-2-yloxy)-ethyl]-isoxazol-5-yl}-amide (204 mg; 0.406 mmol) in ethanol (2 mL). The reaction mixture is stirred at 55° C. for 5 hours and more pyridinium p-toluenesulfonate (15 mg; 0.060 mmol) is added and the reaction mixture is stirred at 55° C. for 18 hours. After this time, the reaction mixture is concentra... RXN SMILES: C1(C)C=CC(S([O-])(=O)=O)=CC=1.[NH+]1C=CC=CC=1.[CH3:18][C:19]([C:29]1[CH:33]=[C:32]([NH:34][C:35]([C@@H:37]2[CH2:40][CH2:39][N:38]2[C:41]2[C:46]([Cl:47])=[CH:45][C:44]([C:48]([F:51])([F:50])[F:49])=[CH:43][N:42]=2)=[O:36])[O:31][N:30]=1)([CH3:28])[CH2:20][O:21]C1CCCCO1>C(O)C>[OH:21][CH2:20][C:19]([C:29]1[CH:33]=[C:32]([NH:34][C:35]([C@@H:37]2[CH2:40][CH2:39][N:38]2[C:41]2[C:46]([Cl:47])=[CH:45][C:44]([C:48]([F:51])([F:50])[F:49])=[CH:43][N:42]=2)=[O:36])[O:31][N:30]=1)([CH3:28])[CH3:18] |f:0.1|. Reactants: C1(=CC=C(C=C1)S(=O)(=O)[O-])C.[NH+]1=CC=CC=C1 (Pyridinium p-toluenesulfonate), CC(COC1OCCCC1)(C)C1=NOC(=C1)NC(=O)[C@H]1N(CC1)C1=NC=C(C=C1Cl)C(F)(F)F ((S)-1-(3-Chloro-5-trifluoromethyl-pyridin-2-yl)-azetidine-2-carboxylic acid {3-[1,1-dimethyl-2-(tetrahydro-pyran-2-yloxy)-ethyl]-isoxazol-5-yl}-amide), C1(=CC=C(C=C1)S(=O)(=O)[O-])C.[NH+]1=CC=CC=C1 (pyridinium p-toluenesulfonate). Solvent: C(C)O (ethanol). The reactants are [BH3-]C#N, C1CCOC1, CN, CC(=O)O, [Na+], O=C(CN1CCOCC1)c1ccc(-c2ccccc2)cc1. Yields the product CNC(CN1CCOCC1)c1ccc(-c2ccccc2)cc1. Reaction SMILES: [C:24](#[N:25])[BH3-:26].[CH2:32]1[O:33][CH2:34][CH2:35][CH2:36]1.[CH3:1][NH2:2].[CH3:28][C:29](=[O:30])[OH:31].[Na+:27].[c:3]1(-[c:18]2[cH:19][cH:20][cH:21][cH:22][cH:23]2)[cH:4][cH:5][c:6]([C:9]([CH2:10][N:11]2[CH2:12][CH2:13][O:14][CH2:15][CH2:16]2)=[O:17])[cH:7][cH:8]1>>[c:3]1(-[c:18]2[cH:19][cH:20][cH:21][cH:22][cH:23]2)[cH:4][cH:5][c:6]([CH:9]([CH2:10][N:11]2[CH2:12][CH2:13][O:14][CH2:15][CH2:16]2)[NH:25][CH3:24])[cH:7][cH:8]1. Reactants: CC=1C=C(C(=NC1)C(=O)[O-])N1N=CC=N1.[Na+] (sodium 5-methyl-3-(2H-1,2,3-triazol-2-yl)picolinate), [OH-].[Na+] (NaOH). The solvent is CCO (EtOH). Product: CC=1C=C(C(=NC1)C(=O)O)N1N=CC=N1 (5-methyl-3-(2H-1,2,3-triazol-2-yl)picolinic acid). Reaction SMILES: [CH3:1][C:2]1[CH:3]=[C:4]([N:11]2[N:15]=[CH:14][CH:13]=[N:12]2)[C:5]([C:8]([O-:10])=[O:9])=[N:6][CH:7]=1.[Na+].[OH-].[Na+]>CCO>[CH3:1][C:2]1[CH:3]=[C:4]([N:11]2[N:12]=[CH:13][CH:14]=[N:15]2)[C:5]([C:8]([OH:10])=[O:9])=[N:6][CH:7]=1 |f:0.1,2.3|. Procedure details: (sodium 5-methyl-3-(2H-1,2,3-triazol-2-yl)picolinate). To a solution of the title compound of Step A (489 mg, 2.6 mmol) in EtOH (7 mL) was added 4 N NaOH (660 μL, 2.6 mmol). The mixture was heated at 100° C. for 24 h. The reaction mixture was concentrated in vacuo to a white solid which was used without further purification in subsequent steps. MS (ESI) mass calcd. for C9H8N4O2, 204.1. m/z found 205.0 [M+H]+. Run in CN(C)C=O (DMF), ice water. Reaction conditions: temperature 52 celsius, time 8 hour. Starting materials: C([O-])([O-])=O.[K+].[K+] (potassium carbonate), ICCSC1=CC=CC=C1 (2-iodoethylphenyl sulfide), C(CC(=O)OCC)(=O)OCC (diethyl malonate), C([O-])([O-])=O.[K+].[K+] (potassium carbonate). Yield: 43.5%. Reaction SMILES: I[CH2:2][CH2:3][S:4][C:5]1[CH:10]=[CH:9][CH:8]=[CH:7][CH:6]=1.[C:11]([O:19][CH2:20][CH3:21])(=[O:18])[CH2:12][C:13]([O:15][CH2:16][CH3:17])=[O:14].C(=O)([O-])[O-].[K+].[K+]>CN(C=O)C>[CH2:20]([O:19][C:11](=[O:18])[C:12]([CH2:2][CH2:3][S:4][C:5]1[CH:10]=[CH:9][CH:8]=[CH:7][CH:6]=1)([CH2:2][CH2:3][S:4][C:5]1[CH:10]=[CH:9][CH:8]=[CH:7][CH:6]=1)[C:13]([O:15][CH2:16][CH3:17])=[O:14])[CH3:21] |f:2.3.4|. Procedure details: A mixture of 2-iodoethylphenyl sulfide (19.81 g, 75 mmol), diethyl malonate (4.80 g, 30 mmol), potassium carbonate (10.35 g, 75 mmol) and DMF (40 mL) was heated at 52° C. for 18 hours. More potassium carbonate (10 g) was added and the reaction was continued at 52° C. for another 8 hours. The reaction mixture was cooled, diluted with ice water and the product extracted with ethyl acetate. The extracts were washed with saturated aqueous sodium chloride and then dried over magnesium sulfate. The so... Yields the product C(C)OC(C(C(=O)OCC)(CCSC1=CC=CC=C1)CCSC1=CC=CC=C1)=O (2,2-bis-(2-phenylsulfanyl-ethyl)-malonic acid diethyl ester).